Dataset: the Open Reaction Database (ORD), a public repository of structured organic reaction records. Task: describe an organic reaction: reactants, conditions, products, and yield Starting materials: NC1=CC=C(C(=C1C(=O)NC)F)Br (6-amino-3-bromo-2-fluoro-N-methylbenzamide), CC1=CC=CC=2NC(OC(C21)=O)=O (5-methyl-1H-benzo[d][1,3]oxazine-2,4-dione), FC1=CC=CC=2NC(OC(C21)=O)=O (5-fluoro-1H-benzo[d][1,3]oxazine-2,4-dione), CC1=CC=CC=2NC(OC(C21)=O)=O (5-methyl-1H-benzo[d][1,3]oxazine-2,4-dione). Yields the product NC1=CC=C(C(=C1C(=O)NC)C)Br (6-Amino-3-bromo-2-methyl-N-methylbenzamide). Reaction SMILES: [NH2:1][C:2]1[C:7]([C:8]([NH:10][CH3:11])=[O:9])=[C:6](F)[C:5]([Br:13])=[CH:4][CH:3]=1.F[C:15]1C2C(=O)OC(=O)NC=2C=CC=1.CC1C2C(=O)OC(=O)NC=2C=CC=1>>[NH2:1][C:2]1[C:7]([C:8]([NH:10][CH3:11])=[O:9])=[C:6]([CH3:15])[C:5]([Br:13])=[CH:4][CH:3]=1. Reported procedure: Prepared analogously to Compound 27D replacing 5-fluoro-1H-benzo[d][1,3]oxazine-2,4-dione (Compound 27E) with 5-methyl-1H-benzo[d][1,3]oxazine-2,4-dione (Compound 29E). 1H NMR (CDCl3, 500 MHz) δ 2.32 (s, 3H), 2.98 (d, J=4.8 Hz, 3H), 4.0 (br.s, 2H), 5.81 (br.s, 1H), 6.42 (d, J=8.8 Hz, 1H), 7.27 (d, J=8.8 Hz, 1H). RXN SMILES: S(Cl)([Cl:3])=O.[Br:5][CH:6]([CH2:11][C:12]([OH:14])=O)[C:7]([O:9][CH3:10])=[O:8]>ClCCl.CN(C)C=O>[Br:5][CH:6]([CH2:11][C:12]([Cl:3])=[O:14])[C:7]([O:9][CH3:10])=[O:8]. The reagents and catalysts are CN(C=O)C (N,N-dimethylformamide). Product: BrC(C(=O)OC)CC(=O)Cl (methyl 2-bromo-4-chloro-4-oxobutanoate). The solvent is ClCCl (dichloromethane), ClCCl (dichloromethane). Reactants: S(=O)(Cl)Cl (Thionyl chloride), BrC(C(=O)OC)CC(=O)O (1-methyl hydrogen bromobutanedioate), BrC(C(=O)OC)CC(=O)O (1-methyl hydrogen bromobutanedioate). Isolated yield 100.0%. Procedure details: Thionyl chloride (6.54 g, 54.9 mmol) in dichloromethane (7 mL) was added dropwise over 30 minutes to a mixture of 1-methyl hydrogen bromobutanedioate (i.e. the product of Step A) (10 g, 47.4 mmol) and N,N-dimethylformamide (5 drops) in dichloromethane (20 mL) heated at reflux. The mixture was heated at reflux for an additional 60 minutes and then allowed to cool to room temperature. The solvent was removed under reduced pressure to leave the title product as an oil (11 g, about 100% yield). The reactants are N(=NC(=O)OC(C)C)C(=O)OC(C)C (diisopropyl azodicarboxylate), C(C)OC(COCCCCO)OCC (4-(2,2-diethoxyethoxy)butanol), ClC1=C(C(=CC(=C1)OCC=C(Cl)Cl)Cl)O (2,6-dichloro-4-(3,3-dichloro-2-propenyloxy)phenol), C1(=CC=CC=C1)P(C1=CC=CC=C1)C1=CC=CC=C1 (triphenylphosphine). Solvent: O1CCCC1 (tetrahydrofuran). Product: ClC=1C=C(C=C(C1OCCCCOCC(OCC)OCC)Cl)OCC=C(Cl)Cl (3,5-dichloro-1-(3,3-dichloro-2-propenyloxy)-4-(4-(2,2-diethoxyethoxy)butyloxy)benzene). Isolated yield 92.1%. As a reaction SMILES: [CH2:1]([O:3][CH:4]([O:12][CH2:13][CH3:14])[CH2:5][O:6][CH2:7][CH2:8][CH2:9][CH2:10][OH:11])[CH3:2].[Cl:15][C:16]1[CH:21]=[C:20]([O:22][CH2:23][CH:24]=[C:25]([Cl:27])[Cl:26])[CH:19]=[C:18]([Cl:28])[C:17]=1O.C1(P(C2C=CC=CC=2)C2C=CC=CC=2)C=CC=CC=1.N(C(OC(C)C)=O)=NC(OC(C)C)=O>O1CCCC1>[Cl:15][C:16]1[CH:21]=[C:20]([O:22][CH2:23][CH:24]=[C:25]([Cl:27])[Cl:26])[CH:19]=[C:18]([Cl:28])[C:17]=1[O:11][CH2:10][CH2:9][CH2:8][CH2:7][O:6][CH2:5][CH:4]([O:3][CH2:1][CH3:2])[O:12][CH2:13][CH3:14]. Procedure details: To a mixture of 2.30 g of 4-(2,2-diethoxyethoxy)butanol, 2.94 g of 2,6-dichloro-4-(3,3-dichloro-2-propenyloxy)phenol, 2.94 g of triphenylphosphine and 30 ml of tetrahydrofuran was slowly added dropwise 2.48 g of diisopropyl azodicarboxylate with stirring under ice cooling. After stirring at room temperature for 24 hours, the reaction mixture was concentrated. The residue was subjected to silica gel chromatography, which afforded 4.48 g of 3,5-dichloro-1-(3,3-dichloro-2-propenyloxy)-4-(4-(2,2-die... Reactants: COc1ccccc1C(=O)Cl, CN1CCc2c(N)cccc2C1. Product: Cl, COc1ccccc1C(=O)Nc1cccc2c1CCN(C)C2. RXN SMILES: [CH3:13][O:14][c:15]1[c:16]([C:17](=[O:18])[Cl:19])[cH:20][cH:21][cH:22][cH:23]1.[NH2:1][c:2]1[c:3]2[c:8]([cH:9][cH:10][cH:11]1)[CH2:7][N:6]([CH3:12])[CH2:5][CH2:4]2>>[ClH:19].[NH:1]([c:2]1[c:3]2[c:8]([cH:9][cH:10][cH:11]1)[CH2:7][N:6]([CH3:12])[CH2:5][CH2:4]2)[C:17]([c:16]1[c:15]([O:14][CH3:13])[cH:23][cH:22][cH:21][cH:20]1)=[O:18]. Starting materials: C(C)(=O)OC1C2C(C=3C4(CC(CC3C(C2C(C2=CC=CC=C12)OC(C)=O)=O)C(=O)OC)SCCS4)=O (methyl rac-1',2',3',4',5',5a',6',11',11a',12'-decahydro-6',11'-diacetoxy-5',12'-dioxospiro[1,3-dithiolane-2,4'-naphthacene]-2'-carboxylate). Solvent: C=1(C(=CC=CC1)C)C (xylene). The product is O=C1C=2C3(CC(CC2C(C2=CC4=CC=CC=C4C=C12)=O)C(=O)OC)SCCS3 (methyl rac-1',2',3',4',5',12'-hexahydro-5',12'-dioxospiro[1,3-dithiolane-2,4'-naphthacene]-2'-carboxylate). Yield: 97.4%. Reaction SMILES: C(O[CH:5]1[C:22]2[C:17](=[CH:18][CH:19]=[CH:20][CH:21]=2)[CH:16](OC(=O)C)[CH:15]2[CH:6]1[C:7](=[O:36])[C:8]1[C:9]3([S:35][CH2:34][CH2:33][S:32]3)[CH2:10][CH:11]([C:28]([O:30][CH3:31])=[O:29])[CH2:12][C:13]=1[C:14]2=[O:27])(=O)C>C1(C)C(C)=CC=CC=1>[O:36]=[C:7]1[C:6]2[C:15](=[CH:16][C:17]3[C:22]([CH:5]=2)=[CH:21][CH:20]=[CH:19][CH:18]=3)[C:14](=[O:27])[C:13]2[CH2:12][CH:11]([C:28]([O:30][CH3:31])=[O:29])[CH2:10][C:9]3([S:32][CH2:33][CH2:34][S:35]3)[C:8]1=2. Reported procedure: (a) A solution of 32 mg (0.06 mmol) of methyl rac-1',2',3',4',5',5a',6',11',11a',12'-decahydro-6',11'-diacetoxy-5',12'-dioxospiro[1,3-dithiolane-2,4'-naphthacene]-2'-carboxylate in 2 ml of dry xylene was stirred and heated under reflux under an atmosphere of nitrogen for 20 hours. The solution was then evaporated to dryness to give 24 mg (97%) of methyl rac-1',2',3',4',5',12'-hexahydro-5',12'-dioxospiro[1,3-dithiolane-2,4'-naphthacene]-2'-carboxylate in the form of a bright yellow solid of melti...